From a dataset of the Open Reaction Database (ORD), a public repository of structured organic reaction records. describe an organic reaction: reactants, conditions, products, and yield The reactants are FC1=C(C(=CC(=C1)[N+](=O)[O-])F)N1CC(CC(C1)C)C (1-(2,6-Difluoro-4-nitrophenyl)-3,5-dimethylpiperidine), C1CCOC1 (THF), stainless steel. The reagents and catalysts are [Ni] (Raney-nickel). The solvent is O (water). Reaction conditions: time 8 hour. Product: CC1CN(CC(C1)C)C1=C(C=C(N)C=C1F)F (4-(3,5-dimethylpiperidin-1-yl)-3,5-difluoroaniline). RXN SMILES: [F:1][C:2]1[CH:7]=[C:6]([N+:8]([O-])=O)[CH:5]=[C:4]([F:11])[C:3]=1[N:12]1[CH2:17][CH:16]([CH3:18])[CH2:15][CH:14]([CH3:19])[CH2:13]1.C1COCC1>[Ni].O>[CH3:18][CH:16]1[CH2:15][CH:14]([CH3:19])[CH2:13][N:12]([C:3]2[C:4]([F:11])=[CH:5][C:6]([NH2:8])=[CH:7][C:2]=2[F:1])[CH2:17]1. Reported procedure: 1-(2,6-Difluoro-4-nitrophenyl)-3,5-dimethylpiperidine (14.01 g, 51.8 mmol) and THF (240 mL) were added to Raney-nickel 2800, water slurry (14.01 g, 239 mmol) in a 500 mL stainless steel pressure bottle. The mixture was stirred for 8 hours at 30 psi and room temperature. The mixture was filtered through a nylon membrane and concentrated to give the title compound. Reactants: NCCCCN1C2=NC(=NC(=C2N=C1OC)N)OCCCC (9-(4-Aminobutyl)-2-butoxy-8-methoxy-9H-purin-6-amine), ClS(=O)(=O)C1=CC=C(C=C1)CCC(=O)OC (methyl 3-[4-(chlorosulfonyl)phenyl]propanoate). Run in C(C)N(CC)CC (triethylamine). Conditions: temperature 60 celsius, time 1 hour. Product: NC1=C2NC(N(C2=NC(=N1)OCCCC)CCCCNS(=O)(=O)C1=CC=C(C=C1)CCC(=O)OC)=O (Methyl 3-[4-({[4-(6-amino-2-butoxy-8-oxo-7,8-dihydro-9H-purin-9-yl)butyl]amino}sulfonyl)phenyl]propanoate). As a reaction SMILES: [NH2:1][CH2:2][CH2:3][CH2:4][CH2:5][N:6]1[C:14]([O:15]C)=[N:13][C:12]2[C:7]1=[N:8][C:9]([O:18][CH2:19][CH2:20][CH2:21][CH3:22])=[N:10][C:11]=2[NH2:17].Cl[S:24]([C:27]1[CH:32]=[CH:31][C:30]([CH2:33][CH2:34][C:35]([O:37][CH3:38])=[O:36])=[CH:29][CH:28]=1)(=[O:26])=[O:25]>C(N(CC)CC)C>[NH2:17][C:11]1[N:10]=[C:9]([O:18][CH2:19][CH2:20][CH2:21][CH3:22])[N:8]=[C:7]2[C:12]=1[NH:13][C:14](=[O:15])[N:6]2[CH2:5][CH2:4][CH2:3][CH2:2][NH:1][S:24]([C:27]1[CH:28]=[CH:29][C:30]([CH2:33][CH2:34][C:35]([O:37][CH3:38])=[O:36])=[CH:31][CH:32]=1)(=[O:26])=[O:25]. Procedure: The compound obtained in Example 2-8 step (ii) (308 mg), methyl 3-[4-(chlorosulfonyl)phenyl]propanoate (263 mg) and triethylamine (0.284 ml) were mixed under stirring at 60° C. for 1 hour, and then cooled. After concentration under reduced pressure, the residue was purified by RPHPLC. The resulting white substance was dissolved in methanol, and 4M hydrochloric acid-dioxane was added thereto. The mixture was stirred at room temperature overnight and then concentrated under reduced pressure to giv...